The task is: describe an organic reaction: reactants, conditions, products, and yield. This data is from the Open Reaction Database (ORD), a public repository of structured organic reaction records. RXN SMILES: [F:1][C:2]1[CH:15]=[CH:14][C:5]([O:6][C:7]2[CH:13]=[CH:12][C:10]([NH2:11])=[CH:9][CH:8]=2)=[CH:4][C:3]=1[CH3:16].C(OC([N:24]1[CH2:28][C@H:27]([CH2:29][C:30]2[CH:35]=[CH:34][C:33]([F:36])=[CH:32][CH:31]=2)[CH2:26][C@H:25]1[C:37](O)=[O:38])=O)(C)(C)C>>[F:1][C:2]1[CH:15]=[CH:14][C:5]([O:6][C:7]2[CH:13]=[CH:12][C:10]([NH:11][C:37]([C@@H:25]3[CH2:26][C@@H:27]([CH2:29][C:30]4[CH:31]=[CH:32][C:33]([F:36])=[CH:34][CH:35]=4)[CH2:28][NH:24]3)=[O:38])=[CH:9][CH:8]=2)=[CH:4][C:3]=1[CH3:16]. Product: FC1=C(C=C(OC2=CC=C(C=C2)NC(=O)[C@H]2NC[C@@H](C2)CC2=CC=C(C=C2)F)C=C1)C ((2S,4R)—N-(4-(4-fluoro-3-methylphenoxy)phenyl)-4-(4-fluorobenzyl)pyrrolidine-2-carboxamide). Isolated yield 73.0%. Starting materials: FC1=C(C=C(OC2=CC=C(N)C=C2)C=C1)C (4-(4-fluoro-3-methylphenoxy)aniline), C(C)(C)(C)OC(=O)N1[C@@H](C[C@H](C1)CC1=CC=C(C=C1)F)C(=O)O ((2S,4R)-1-(tert-butoxycarbonyl)-4-(4-fluorobenzyl)pyrrolidine-2-carboxylic acid). Procedure details: Proceeding as in Reference 6, but substituting 4-(4-fluoro-3-methylphenoxy)aniline and (2S,4R)-1-(tert-butoxycarbonyl)-4-(4-fluorobenzyl)pyrrolidine-2-carboxylic acid, gave (2S,4R)—N-(4-(4-fluoro-3-methylphenoxy)phenyl)-4-(4-fluorobenzyl)pyrrolidine-2-carboxamide (282 mg, 73%). Starting materials: O=C(C=NO)C (2-oxopropanal 1-oxime), ClC1=C(C(=CC(=C1)C(F)(F)F)Cl)NN (2,6-dichloro-4-trifluoromethylphenylhydrazine), S(=O)(=O)([O-])[O-].[Mg+2] (magnesium sulphate), C (charcoal). The solvent is CCOCC (ether), CCOCC (ether). Run at time 8 hour. Yields the product ClC1=C(C(=CC(=C1)C(F)(F)F)Cl)NN=C(C=NO)C (2-(2,6-dichloro-4-trifluoromethylphenylhydrazono)propanal 1-oxime). RXN SMILES: [Cl:1][C:2]1[CH:7]=[C:6]([C:8]([F:11])([F:10])[F:9])[CH:5]=[C:4]([Cl:12])[C:3]=1[NH:13][NH2:14].O=[C:16]([CH3:20])[CH:17]=[N:18][OH:19].S([O-])([O-])(=O)=O.[Mg+2].C>CCOCC>[Cl:1][C:2]1[CH:7]=[C:6]([C:8]([F:9])([F:11])[F:10])[CH:5]=[C:4]([Cl:12])[C:3]=1[NH:13][N:14]=[C:16]([CH3:20])[CH:17]=[N:18][OH:19] |f:2.3|. Procedure details: A solution of 2,6-dichloro-4-trifluoromethylphenylhydrazine (10.2 g) in ether (15 ml) was added with cooling to a solution of `2-oxopropanal 1-oxime (3.62 g) in ether (15 ml) at 0°. The mixture was stirred at room temperature overnight and magnesium sulphate and charcoal added. The mixture was filtered and solvent evaporated under reduced pressure. The residue was purified by column chromatography to give 2-(2,6-dichloro-4-trifluoromethylphenylhydrazono)propanal 1-oxime, m.p, c.108°. Starting materials: CCO, COc1cc2nc(N3CCNCC3)nc(N)c2cc1OC, O=C(Cl)c1csnn1. The product is Cl, COc1cc2nc(N3CCN(C(=O)c4csnn4)CC3)nc(N)c2cc1OC. RXN SMILES: [CH3:30][CH2:31][OH:32].[NH2:9][c:10]1[n:11][c:12]([N:24]2[CH2:25][CH2:26][NH:27][CH2:28][CH2:29]2)[n:13][c:14]2[cH:15][c:16]([O:22][CH3:23])[c:17]([O:20][CH3:21])[cH:18][c:19]12.[s:1]1[n:2][n:3][c:4]([C:6](=[O:7])[Cl:8])[cH:5]1>>[ClH:8].[s:1]1[n:2][n:3][c:4]([C:6](=[O:7])[N:27]2[CH2:26][CH2:25][N:24]([c:12]3[n:11][c:10]([NH2:9])[c:19]4[c:14]([n:13]3)[cH:15][c:16]([O:22][CH3:23])[c:17]([O:20][CH3:21])[cH:18]4)[CH2:29][CH2:28]2)[cH:5]1.